This data is from the Open Reaction Database (ORD), a public repository of structured organic reaction records. The task is: describe an organic reaction: reactants, conditions, products, and yield Starting materials: [H-].[Na+] (sodium hydride), C(OC)COC (dimethoxyethane), COC1=C(C=C(C(=O)OC)C=C1)OC1C(CCCC1)=O (methyl 4-methoxy-3-(2-oxocyclohexyloxy)benzoate). Reagents/catalysts: [Br-].C[P+](C1=CC=CC=C1)(C1=CC=CC=C1)C1=CC=CC=C1 (methyltriphenylphosphonium bromide). Run at time 1 hour. Yields the product C=C1C(CCCC1)OC=1C=C(C(=O)OC)C=CC1OC (Methyl 3-(2-methylenecyclohexyloxy)-4-methoxy-benzoate). RXN SMILES: [H-].[Na+].[CH3:3][O:4][C:5]1[CH:14]=[CH:13][C:8]([C:9]([O:11][CH3:12])=[O:10])=[CH:7][C:6]=1[O:15][CH:16]1[CH2:21][CH2:20][CH2:19][CH2:18][C:17]1=O.[CH2:23](COC)OC>[Br-].C[P+](C1C=CC=CC=1)(C1C=CC=CC=1)C1C=CC=CC=1>[CH2:23]=[C:17]1[CH2:18][CH2:19][CH2:20][CH2:21][CH:16]1[O:15][C:6]1[CH:7]=[C:8]([CH:13]=[CH:14][C:5]=1[O:4][CH3:3])[C:9]([O:11][CH3:12])=[O:10] |f:0.1,4.5|. Procedure: 43.8 g of methyltriphenylphosphonium bromide in 300 ml of abs. dimethoxyethane are treated in portions under nitrogen with 3.6 g of sodium hydride (80% in paraffin). The mixture is stirred at RT for 1 h and a solution of 30 g of methyl 4-methoxy-3-(2-oxocyclohexyloxy)benzoate is then slowly added dropwise. The mixture is stirred at RT overnight and then worked up analogously to Example B5. 21 g of the title compound are obtained as a colorless oil. The product is C(C)(C)(C)OC(=O)NC1CCC(CC1)C(=O)NC=1SC(=CN1)SCC=1OC(=CN1)C(C)(C)C (4-(t-butoxycarbonylamino)-N-[5-[[[5-(1,1-dimethylethyl)-2-oxazolyl]methyl]thio]-2-thiazolyl]cyclohexylcarboxamide). Run at time 8 hour. Solvent: CN(C=O)C (N,N-dimethylformamide), C(Cl)Cl (methylene chloride), O (water). Reaction SMILES: [C:1]([O:5][C:6]([NH:8][CH:9]1[CH2:14][CH2:13][CH:12]([C:15]([OH:17])=O)[CH2:11][CH2:10]1)=[O:7])([CH3:4])([CH3:3])[CH3:2].[NH2:18][C:19]1[S:20][C:21]([S:24][CH2:25][C:26]2[O:27][C:28]([C:31]([CH3:34])([CH3:33])[CH3:32])=[CH:29][N:30]=2)=[CH:22][N:23]=1.Cl.CN(C)CCCN=C=NCC>CN(C)C=O.C(Cl)Cl.O>[C:1]([O:5][C:6]([NH:8][CH:9]1[CH2:10][CH2:11][CH:12]([C:15]([NH:18][C:19]2[S:20][C:21]([S:24][CH2:25][C:26]3[O:27][C:28]([C:31]([CH3:34])([CH3:33])[CH3:32])=[CH:29][N:30]=3)=[CH:22][N:23]=2)=[O:17])[CH2:13][CH2:14]1)=[O:7])([CH3:2])([CH3:3])[CH3:4] |f:2.3|. Procedure: To a solution of 5 g of crude 4-(t-butoxycarbonylamino)cyclohexane carboxylic acid and 3.50 g (13 mmol) of 2-amino-5-[[[5-(1,1-dimethylethyl)-2-oxazolyl]methyl]thio]thiazole in 13 mL of N,N-dimethylformamide and 36 mL of methylene chloride was added 5.0 g (26 mmol) of 1-(3-dimethylaminopropyl)-3-ethylcarbodiimide hydrochloride at room temperature. The reaction mixture was stirred overnight and diluted with 100 mL of water. The aqueous layer was separated and extracted with two-150 mL portions of... Starting materials: C(C)(C)(C)OC(=O)NC1CCC(CC1)C(=O)O (4-(t-butoxycarbonylamino)cyclohexane carboxylic acid), NC=1SC(=CN1)SCC=1OC(=CN1)C(C)(C)C (2-amino-5-[[[5-(1,1-dimethylethyl)-2-oxazolyl]methyl]thio]thiazole), Cl.CN(CCCN=C=NCC)C (1-(3-dimethylaminopropyl)-3-ethylcarbodiimide hydrochloride).